This data is from the Open Reaction Database (ORD), a public repository of structured organic reaction records. The task is: describe an organic reaction: reactants, conditions, products, and yield The reactants are FC1=CC=C(C=C1)C1C(NC=2C=3C1=NNC(C3C=CC2)=O)C2=CC=C(CN3CC(N(CC3)C(=O)OC(C)(C)C)C)C=C2 (tert-butyl 4-(4-(9-(4-fluorophenyl)-3-oxo-3,7,8,9-tetrahydro-2H-pyrido[4,3,2-de]phthalazin-8-yl)benzyl)-2-methylpiperazine-1-carboxylate). Solvent: Cl.C(C)#N (HCl acetonitrile). Conditions: time 2 hour. The product is FC1=CC=C(C=C1)C1C(NC=2C=3C1=NNC(C3C=CC2)=O)C2=CC=C(C=C2)CN2CC(NCC2)C (9-(4-Fluorophenyl)-8-(4-((3-methylpiperazin-1-yl)methyl)phenyl)-8,9-dihydro-2H-pyrido[4,3,2-de]phthalazin-3(7H)-one). Isolated yield 0.1%. Reaction SMILES: [F:1][C:2]1[CH:7]=[CH:6][C:5]([CH:8]2[C:13]3=[N:14][NH:15][C:16](=[O:21])[C:17]4[CH:18]=[CH:19][CH:20]=[C:11]([C:12]=43)[NH:10][CH:9]2[C:22]2[CH:42]=[CH:41][C:25]([CH2:26][N:27]3[CH2:32][CH2:31][N:30](C(OC(C)(C)C)=O)[CH:29]([CH3:40])[CH2:28]3)=[CH:24][CH:23]=2)=[CH:4][CH:3]=1>Cl.C(#N)C>[F:1][C:2]1[CH:3]=[CH:4][C:5]([CH:8]2[C:13]3=[N:14][NH:15][C:16](=[O:21])[C:17]4[CH:18]=[CH:19][CH:20]=[C:11]([C:12]=43)[NH:10][CH:9]2[C:22]2[CH:42]=[CH:41][C:25]([CH2:26][N:27]3[CH2:32][CH2:31][NH:30][CH:29]([CH3:40])[CH2:28]3)=[CH:24][CH:23]=2)=[CH:6][CH:7]=1 |f:1.2|. Procedure details: A mixture of tert-butyl 4-(4-(9-(4-fluorophenyl)-3-oxo-3,7,8,9-tetrahydro-2H-pyrido[4,3,2-de]phthalazin-8-yl)benzyl)-2-methylpiperazine-1-carboxylate (70 mg, 0.123 mole) in 2 ml of HCl-acetonitrile was stirred for 2 hours. Concentrated and the residue was purified by prep-HPLC to afford the title produce as a white solid (30 mg, yield 52%). 1H-NMR (400 MHz, DMSO-d6) δ (ppm): 0.87 (d, J=6.4 Hz, 3H), 1.49 (t, J=10 Hz, 1H), 1.83 (t, J=10 Hz, 1H), 2.55 (m, 2H), 2.64 (m, 2H), 2.75 (m, 1H), 3.32 (s, 3... Reactants: C(Cl)Cl (CH2Cl2), C(C)N1C=C(C(C2=CC(=C(C=C12)N1CCN(CC1)CC(C)=O)F)=O)C(=O)O (1-ethyl-6-fluoro-1,4-dihydro-4-oxo-7-[4-(2-oxopropyl)-1-piperazinyl]-quinoline-3-carboxylic acid), Cl.NO (hydroxylamine hydrochloride), C([O-])(O)=O.[Na+] (sodium bicarbonate). Solvent: CO (methanol), O (water). Run at time 20 hour. The product is C(C)N1C=C(C(C2=CC(=C(C=C12)N1CCN(CC1)CC(C)=NO)F)=O)C(=O)O (1-ethyl-6-fluoro-7-[4-(2-hydroxyiminopropyl)-1-piperazinyl]-4-oxo-1,4-dihydroquinoline-3-carboxylic acid). The yield is 71.7%. As a reaction SMILES: [CH2:1]([N:3]1[C:12]2[C:7](=[CH:8][C:9]([F:23])=[C:10]([N:13]3[CH2:18][CH2:17][N:16]([CH2:19][C:20](=O)[CH3:21])[CH2:15][CH2:14]3)[CH:11]=2)[C:6](=[O:24])[C:5]([C:25]([OH:27])=[O:26])=[CH:4]1)[CH3:2].Cl.[NH2:29][OH:30].C(=O)(O)[O-].[Na+].C(Cl)Cl>CO.O>[CH2:1]([N:3]1[C:12]2[C:7](=[CH:8][C:9]([F:23])=[C:10]([N:13]3[CH2:14][CH2:15][N:16]([CH2:19][C:20](=[N:29][OH:30])[CH3:21])[CH2:17][CH2:18]3)[CH:11]=2)[C:6](=[O:24])[C:5]([C:25]([OH:27])=[O:26])=[CH:4]1)[CH3:2] |f:1.2,3.4|. Procedure details: To a suspension of the 1-ethyl-6-fluoro-1,4-dihydro-4-oxo-7-[4-(2-oxopropyl)-1-piperazinyl]-quinoline-3-carboxylic acid [H. Kondo et. al., J. Med. Chem., 29, 2020 (1986)] (0.38 g, 1 mmol) in absolute methanol (20 ml) was added a solution of hydroxylamine hydrochloride (0.14 g, 2 mmol) and sodium bicarbonate (0.17 g, 2 mmol) in water (2 ml). The mixture was stirred for 20 hr at room temperature, then CH2Cl2 (50 ml) was added, and the layers were separated. The organic phase was washed successivel... The reactants are ClCCl, CC#N, CSC1=Nc2ccc(Cl)cc2C(C)N1, I, [Na+], NCCOc1ccccc1, [OH-], OO. Product: CC1NC(NCCOc2ccccc2)=Nc2ccc(Cl)cc21. Reaction SMILES: [CH2:33]([Cl:34])[Cl:35].[CH3:30][C:31]#[N:32].[Cl:2][c:3]1[cH:4][c:5]2[c:10]([cH:11][cH:12]1)[N:9]=[C:8]([S:13][CH3:14])[NH:7][CH:6]2[CH3:15].[IH:1].[Na+:27].[O:16]([c:17]1[cH:18][cH:19][cH:20][cH:21][cH:22]1)[CH2:23][CH2:24][NH2:25].[OH-:26].[OH:28][OH:29]>>[Cl:2][c:3]1[cH:4][c:5]2[c:10]([cH:11][cH:12]1)[N:9]=[C:8]([NH:25][CH2:24][CH2:23][O:16][c:17]1[cH:18][cH:19][cH:20][cH:21][cH:22]1)[NH:7][CH:6]2[CH3:15]. Starting materials: C1(CC1)CS(=O)(=O)CC(C(NC(CC)C(C1=NOC(=N1)C1=CC=CC=C1)O)=O)NC(=O)N1CCOCC1 (morpholine-4-carboxylic acid (2-cyclopropylmethanesulfonyl-1-{1-[hydroxy-(5-phenyl-1,2,4-oxadiazol-3-yl)-methyl]-propylcarbamoyl}-ethyl)-amide), CC(=O)OI1(C=2C=CC=CC2C(=O)O1)(OC(=O)C)OC(=O)C (Dess-Martin Periodinane). Run in C(Cl)Cl (methylene chloride). Run at time 2 hour. Yields the product C1(CC1)CS(=O)(=O)CC(C(NC(CC)C(=O)C1=NOC(=N1)C1=CC=CC=C1)=O)NC(=O)N1CCOCC1 (morpholine-4-carboxylic acid {2-cyclopropylmethanesulfonyl-1-[1-(5-phenyl-1,2,4-oxadiazole-3-carbonyl)-propylcarbamoyl]-ethyl}-amide). Reaction SMILES: [CH:1]1([CH2:4][S:5]([CH2:8][CH:9]([NH:29][C:30]([N:32]2[CH2:37][CH2:36][O:35][CH2:34][CH2:33]2)=[O:31])[C:10](=[O:28])[NH:11][CH:12]([CH:15]([OH:27])[C:16]2[N:20]=[C:19]([C:21]3[CH:26]=[CH:25][CH:24]=[CH:23][CH:22]=3)[O:18][N:17]=2)[CH2:13][CH3:14])(=[O:7])=[O:6])[CH2:3][CH2:2]1.CC(OI1(OC(C)=O)(OC(C)=O)OC(=O)C2C=CC=CC1=2)=O>C(Cl)Cl>[CH:1]1([CH2:4][S:5]([CH2:8][CH:9]([NH:29][C:30]([N:32]2[CH2:37][CH2:36][O:35][CH2:34][CH2:33]2)=[O:31])[C:10](=[O:28])[NH:11][CH:12]([C:15]([C:16]2[N:20]=[C:19]([C:21]3[CH:22]=[CH:23][CH:24]=[CH:25][CH:26]=3)[O:18][N:17]=2)=[O:27])[CH2:13][CH3:14])(=[O:6])=[O:7])[CH2:3][CH2:2]1. Reported procedure: To a solution of morpholine-4-carboxylic acid (2-cyclopropylmethanesulfonyl-1-{1-[hydroxy-(5-phenyl-1,2,4-oxadiazol-3-yl)-methyl]-propylcarbamoyl}-ethyl)-amide (183 mg, 0.34 mmol) in methylene chloride (10 mL), Dess-Martin Periodinane (200 mg, 0.47 mmol) was added and stirred at room temperature for 2 hours. The reaction mixture was washed with a solution of Na2S2O3 in water (0.26M), saturated bicarbonate, and water, dried over Na2SO4 and concentrated under reduced pressure. The residue was subj... Reactants: FC=1C=CC2=C(SC3=C(C(C2)N2CCN(CC2)CCO)C=C(C=C3)C(C)C)C1 (3-Fluoro-10-[4-(2-hydroxyethyl)piperazino]-8-isopropyl-10,11-dihydrodibenzo (b,f) thiepin), COC=1C=C(C(=O)Cl)C=C(C1OC)OC (3,4,5-trimethoxybenzoyl chloride), O (water). Run in C(Cl)(Cl)Cl (chloroform), C(Cl)(Cl)Cl (chloroform). Reaction conditions: time 8 hour. The product is FC=1C=CC2=C(SC3=C(C(C2)N2CCN(CC2)CCOC(C2=CC(=C(C(=C2)OC)OC)OC)=O)C=C(C=C3)C(C)C)C1 (3-Fluoro-8-isopropyl-10-(4-[2-(3,4,5-trimethoxybenzoyloxy)ethyl]piperazino)-10,11-dihydrodibenzo(b,f)thiepin). Reaction SMILES: [F:1][C:2]1[CH:3]=[CH:4][C:5]2[CH2:11][CH:10]([N:12]3[CH2:17][CH2:16][N:15]([CH2:18][CH2:19][OH:20])[CH2:14][CH2:13]3)[C:9]3[CH:21]=[C:22]([CH:25]([CH3:27])[CH3:26])[CH:23]=[CH:24][C:8]=3[S:7][C:6]=2[CH:28]=1.[CH3:29][O:30][C:31]1[CH:32]=[C:33]([CH:37]=[C:38]([O:42][CH3:43])[C:39]=1[O:40][CH3:41])[C:34](Cl)=[O:35].O>C(Cl)(Cl)Cl>[F:1][C:2]1[CH:3]=[CH:4][C:5]2[CH2:11][CH:10]([N:12]3[CH2:13][CH2:14][N:15]([CH2:18][CH2:19][O:20][C:34](=[O:35])[C:33]4[CH:32]=[C:31]([O:30][CH3:29])[C:39]([O:40][CH3:41])=[C:38]([O:42][CH3:43])[CH:37]=4)[CH2:16][CH2:17]3)[C:9]3[CH:21]=[C:22]([CH:25]([CH3:26])[CH3:27])[CH:23]=[CH:24][C:8]=3[S:7][C:6]=2[CH:28]=1. Procedure: A solution of 5.7 g of 3-fluoro-10-[4-(2-hydroxyethyl)piperazino]-8-isopropyl-10,11-dihydrodibenzo(b,f)thiepin (Example 2) in 20 ml of chloroform was treated with 5.2 g of 3,4,5-trimethoxybenzoyl chloride and after its dissolution, the mixture left overnight at room temperature. It was then decomposed with water and then diluted with chloroform and washed with an ice-cold 5% sodium hydroxide solution, dried with potassium carbonate and the chloroform evaporated. The remaining oil (8.4 g, 100%) w...